From a dataset of the Open Reaction Database (ORD), a public repository of structured organic reaction records. describe an organic reaction: reactants, conditions, products, and yield The reactants are O=C1C(=CN=C(N1)C1=C(C=CC=C1)OCC)C#N (1,6-dihydro-6-oxo-2-(2-ethoxyphenyl) pyrimidine-5-carbonitrile), [N-]=[N+]=[N-].[Na+] (sodium azide), [Cl-].[NH4+] (ammonium chloride). Conditions: time 16 hour. Product: C(C)OC1=C(C=CC=C1)C1=NC=C(C(N1)=O)C1=NN=NN1 (2-(2-Ethoxyphenyl)-5-(5-1H-tetrazolyl)pyrimidin -4-(3H)-one). The yield is 50.0%. Reaction SMILES: [O:1]=[C:2]1[NH:7][C:6]([C:8]2[CH:13]=[CH:12][CH:11]=[CH:10][C:9]=2[O:14][CH2:15][CH3:16])=[N:5][CH:4]=[C:3]1[C:17]#[N:18].[N-:19]=[N+:20]=[N-:21].[Na+].[Cl-].[NH4+]>>[CH2:15]([O:14][C:9]1[CH:10]=[CH:11][CH:12]=[CH:13][C:8]=1[C:6]1[NH:7][C:2](=[O:1])[C:3]([C:17]2[NH:21][N:20]=[N:19][N:18]=2)=[CH:4][N:5]=1)[CH3:16] |f:1.2,3.4|. Procedure details: A mixture of 1,6-dihydro-6-oxo-2-(2-ethoxyphenyl) pyrimidine-5-carbonitrile (2.17 g., 9.0 mmole), sodium azide (0.645 g., 9.9 mmole), and ammonium chloride (0.53 g., 9.9 mmole) in dry, N,N-dimethylformamide (18 ml.) was stirred at 125° for 16 hours. The solvent was removed under reduced pressure. The residue was treated with water and the resulting slurry acidified with 1N hydrochloric acid. The mixture was filtered. The collected solid was washed with water, dried, and recrystallized from glaci...